Task: describe an organic reaction: reactants, conditions, products, and yield. Dataset: the Open Reaction Database (ORD), a public repository of structured organic reaction records The reactants are ClC1=NC(=NC=C1OC)C1=NC=CC=C1 (4-chloro-5-methoxy-2-(2-pyridinyl)pyrimidine), COC1=CC(=CC=C1)N (m-anisidine). Product: COC=1C=C(NC2=NC(=NC=C2OC)C2=NC=CC=C2)C=CC1 (4-(3-Methoxyanilino)-5-methoxy-2-(2-pyridinyl)pyrimidine), liquid. Yield: 45.0%. As a reaction SMILES: Cl[C:2]1[C:7]([O:8][CH3:9])=[CH:6][N:5]=[C:4]([C:10]2[CH:15]=[CH:14][CH:13]=[CH:12][N:11]=2)[N:3]=1.[CH3:16][O:17][C:18]1[CH:23]=[CH:22][CH:21]=[C:20]([NH2:24])[CH:19]=1>>[CH3:16][O:17][C:18]1[CH:19]=[C:20]([CH:21]=[CH:22][CH:23]=1)[NH:24][C:2]1[C:7]([O:8][CH3:9])=[CH:6][N:5]=[C:4]([C:10]2[CH:15]=[CH:14][CH:13]=[CH:12][N:11]=2)[N:3]=1. Procedure details: The title compound was prepared from 4-chloro-5-methoxy-2-(2-pyridinyl)pyrimidine (100 mg, 0.451 mmol) and m-anisidine (51 μl, 0.451 mmol) similar to Example 13 and isolated as a tan oily liquid (63 mg, 45%). 1H NMR (CDCl3): 8.76–8.74 (m, 1H), 8.37 (dd, J=1.1, 8.0 Hz, 1H), 8.05 (s, 1H), 7.79–7.73 (m, 2H), 6.65–6.62 (m, 1H), 3.92 (s, 3H), 3.84 (s, 3H). Starting materials: CO, CCC(=O)C1CCCO1. Product: CCC(O)C1CCCO1. As a reaction SMILES: [CH3:10][OH:11].[O:1]1[CH:2]([C:6]([CH2:7][CH3:8])=[O:9])[CH2:3][CH2:4][CH2:5]1>>[O:1]1[CH:2]([CH:6]([CH2:7][CH3:8])[OH:9])[CH2:3][CH2:4][CH2:5]1.